This data is from the Open Reaction Database (ORD), a public repository of structured organic reaction records. The task is: describe an organic reaction: reactants, conditions, products, and yield Starting materials: COc1ccc2c(c1)CCCC2=O, CCOC(=O)CP(=O)(OCC)OCC, Cc1ccccc1, [H-], [Na+], O. As a reaction SMILES: [CH3:17][O:18][c:19]1[cH:20][c:21]2[c:26]([cH:27][cH:28]1)[C:25](=[O:29])[CH2:24][CH2:23][CH2:22]2.[CH3:1][CH2:2][O:3][C:4](=[O:5])[CH2:6][P:7]([O:8][CH2:9][CH3:10])([O:11][CH2:12][CH3:13])=[O:14].[CH3:31][c:32]1[cH:33][cH:34][cH:35][cH:36][cH:37]1.[H-:15].[Na+:16].[OH2:30]>>[CH3:1][CH2:2][O:3][C:4](=[O:5])[CH2:6][C:25]1=[CH:24][CH2:23][CH2:22][c:21]2[cH:20][c:19]([O:18][CH3:17])[cH:28][cH:27][c:26]21. Yields the product CCOC(=O)CC1=CCCc2cc(OC)ccc21.